From a dataset of the Open Reaction Database (ORD), a public repository of structured organic reaction records. describe an organic reaction: reactants, conditions, products, and yield Reactants: BrC1=C2CCC(C2=CC=C1F)O (4-bromo-5-fluoro-2,3-dihydro-1H-inden-1-ol), CC=1C=CC(=CC1)S(=O)(=O)O (TsOH). Solvent: C1(=CC=CC=C1)C (toluene). The product is BrC=1C(=CC=C2C=CCC12)F (7-bromo-6-fluoro-1H-indene). Isolated yield 78.7%. As a reaction SMILES: [Br:1][C:2]1[C:10]([F:11])=[CH:9][CH:8]=[C:7]2[C:3]=1[CH2:4][CH2:5][CH:6]2O.CC1C=CC(S(O)(=O)=O)=CC=1>C1(C)C=CC=CC=1>[Br:1][C:2]1[C:10]([F:11])=[CH:9][CH:8]=[C:7]2[C:3]=1[CH2:4][CH:5]=[CH:6]2. Procedure details: A solution of Example 25B (923 mg, 3.99 mmol) and TsOH (45.6 mg, 0.240 mmol) in toluene (20 mL) was heated to reflux for 2 hours. The mixture was cooled to ambient temperature and was then concentrated under reduced pressure. The residue was passed through a silica gel frit to provide the title compound (670 mg, 3.14 mmol, 79%). MS (DCI) m/z 231 (M+NH4)+. The reactants are FC(F)(Br)C(F)(F)Br, [Li]CCCC, C1CCOC1, COc1cc(CO)c(OC)c2ccccc12, O. The product is COc1c(Br)c(CO)c(OC)c2ccccc12. RXN SMILES: [Br:22][C:23]([F:24])([F:25])[C:26]([F:27])([F:28])[Br:29].[CH2:1]([Li:2])[CH2:3][CH2:4][CH3:5].[CH2:31]1[O:32][CH2:33][CH2:34][CH2:35]1.[CH3:6][O:7][c:8]1[c:9]([CH2:20][OH:21])[cH:10][c:11]([O:18][CH3:19])[c:12]2[cH:13][cH:14][cH:15][cH:16][c:17]12.[OH2:30]>>[CH3:6][O:7][c:8]1[c:9]([CH2:20][OH:21])[c:10]([Br:22])[c:11]([O:18][CH3:19])[c:12]2[cH:13][cH:14][cH:15][cH:16][c:17]12. Reactants: C(C)(C)(C)OC(=O)N[C@@H](CC(C)C)C(=O)O (N-(tert-butoxycarbonyl)-L-leucine), C(C1=CC=CC=C1)N1C[C@H]2[C@@H](C1)[C@@H](CC2)N ((3aS,4R,6aR)-2-benzyloctahydrocyclopenta[c]pyrrol-4-amine), C(C1=CC=CC=C1)N1C[C@@H]2[C@H](C1)[C@H](CC2)N ((3aR,4S,6aS)-2-benzyloctahydrocyclopenta[c]pyrrol-4-amine). Yields the product C(C1=CC=CC=C1)N1C[C@H]2[C@@H](C1)[C@@H](CC2)NC([C@@H](NCC(C)(C)C)CCC)=O (N1-[(3aS,4R,6aR)-2-benzyloctahydrocyclopenta[c]pyrrol-4-yl]-N2-neopentyl-L-norvalinamide). As a reaction SMILES: C(O[C:6]([NH:8][C@H:9]([C:14]([OH:16])=O)[CH2:10][CH:11]([CH3:13])C)=O)(C)(C)C.[CH2:17]([N:24]1[CH2:28][C@H:27]2[C@H:29]([NH2:32])[CH2:30][CH2:31][C@H:26]2[CH2:25]1)[C:18]1[CH:23]=[CH:22][CH:21]=[CH:20][CH:19]=1.[CH2:33](N1C[C@@H]2[C@@H](N)CC[C@@H]2C1)[C:34]1[CH:39]=CC=C[CH:35]=1>>[CH2:17]([N:24]1[CH2:28][C@H:27]2[C@H:29]([NH:32][C:14](=[O:16])[C@H:9]([CH2:10][CH2:11][CH3:13])[NH:8][CH2:6][C:34]([CH3:39])([CH3:35])[CH3:33])[CH2:30][CH2:31][C@H:26]2[CH2:25]1)[C:18]1[CH:19]=[CH:20][CH:21]=[CH:22][CH:23]=1. Procedure: The title compound was prepared by substituting (S)-2-(neopentylamino)pentanoic acid from Step A for N-(tert-butoxycarbonyl)-L-leucine and (3aS,4R,6aR)-2-benzyloctahydrocyclopenta[c]pyrrol-4-amine from Step E of Example 16 for (3aR,4S,6aS)-2-benzyloctahydrocyclopenta[c]pyrrol-4-amine in the procedure described in Example 221: 1H NMR (500 MHz, pyridine-d5) δ ppm 8.00-8.03 (m, 1H), 7.43-7.45 (m, 2H), 7.37 (t, J=7.5 Hz, 2H), 7.28 (t, J=7.3 Hz, 1H), 4.40-4.45 (m, 1H), 3.60 (d, J=13.1 Hz, 1H), 3.45 (... Reactants: COC(=O)c1ccc(=O)n(C)c1Nc1ccc(Br)cc1F, O=C1CCC(=O)N1Cl, CN(C)C=O. The product is COC(=O)c1cc(Cl)c(=O)n(C)c1Nc1ccc(Br)cc1F. As a reaction SMILES: [Br:1][c:2]1[cH:3][c:4]([F:21])[c:5]([NH:8][c:9]2[n:10]([CH3:20])[c:11](=[O:19])[cH:12][cH:13][c:14]2[C:15](=[O:16])[O:17][CH3:18])[cH:6][cH:7]1.[Cl:22][N:23]1[C:24](=[O:25])[CH2:26][CH2:27][C:28]1=[O:29].[O:30]=[CH:31][N:32]([CH3:33])[CH3:34]>>[Br:1][c:2]1[cH:3][c:4]([F:21])[c:5]([NH:8][c:9]2[n:10]([CH3:20])[c:11](=[O:19])[c:12]([Cl:22])[cH:13][c:14]2[C:15](=[O:16])[O:17][CH3:18])[cH:6][cH:7]1. Starting materials: C(C)(=O)O[C@H]1[C@@H]([C@@H](OC(C)=O)[C@@H](OC(C)=O)[C@H](O1)COC(C)=O)N1C(C=2C(C1=O)=CC=CC2)=O (1,3,4,6-Tetra-O-acetyl-2-deoxy-2-phthalimido-β-D-galactopyranose), C1(=CC=CC=C1S)C (thiocresol), B(F)(F)F.CCOCC (BF3.Et2O). Solvent: C(Cl)Cl (CH2Cl2). Yields the product C(C)(=O)O[C@@H]1[C@H]([C@H](SC2=CC=C(C=C2)C)O[C@@H]([C@@H]1OC(C)=O)COC(C)=O)N1C(C=2C(C1=O)=CC=CC2)=O (p-Methylphenyl 3,4,6Tri-O-acetyl-2-deoxy-2-phthalimido-1-thio-β-D-galactopyranoside). Isolated yield 83.0%. As a reaction SMILES: C(O[C@@H:5]1[O:18][C@H:17]([CH2:19][O:20][C:21](=[O:23])[CH3:22])[C@H:12]([O:13][C:14](=[O:16])[CH3:15])[C@H:7]([O:8][C:9](=[O:11])[CH3:10])[C@H:6]1[N:24]1[C:28](=[O:29])[C:27]2=[CH:30][CH:31]=[CH:32][CH:33]=[C:26]2[C:25]1=[O:34])(=O)C.[C:35]1(C)[C:40]([SH:41])=[CH:39][CH:38]=[CH:37][CH:36]=1.B(F)(F)F.[CH3:47]COCC>C(Cl)Cl>[C:9]([O:8][C@H:7]1[C@@H:12]([O:13][C:14](=[O:16])[CH3:15])[C@@H:17]([CH2:19][O:20][C:21](=[O:23])[CH3:22])[O:18][C@@H:5]([S:41][C:40]2[CH:35]=[CH:36][C:37]([CH3:47])=[CH:38][CH:39]=2)[C@@H:6]1[N:24]1[C:25](=[O:34])[C:26]2=[CH:33][CH:32]=[CH:31][CH:30]=[C:27]2[C:28]1=[O:29])(=[O:11])[CH3:10] |f:2.3|. Reported procedure: 1,3,4,6-Tetra-O-acetyl-2-deoxy-2-phthalimido-β-D-galactopyranose (Nilsson, U. et al. Carbohydr. Res. 1990, 208, 260) (1.7 g, 3.56 mmol) in CH2Cl2 (20 mL) was treated with thiocresol (663 mg, 5.34 mmol) and BF3.Et2O (1.5 mL) by the procedure described in the preparation of 1. After workup, the crude product was crystallized from Et2O. to gave the title compound 11 (1.62 g, 83%): m.p. 141-142° C.; [α]D22 +45.4° (c, 0.5, CHCl3); 1H-NMR (400 MHz, CDCl3), δ 1.97 (s, 3H), 2.05 (s, 3H), 2.08 (s, 3H), 2... Starting materials: BrBr, CC(=O)O, COC(=O)c1scc(C)c1O. RXN SMILES: [Br:12][Br:13].[CH3:14][C:15](=[O:16])[OH:17].[CH3:1][O:2][C:3](=[O:4])[c:5]1[s:6][cH:7][c:8]([CH3:11])[c:9]1[OH:10]>>[CH3:1][O:2][C:3](=[O:4])[c:5]1[s:6][c:7]([Br:12])[c:8]([CH3:11])[c:9]1[OH:10]. Yields the product COC(=O)c1sc(Br)c(C)c1O. The reactants are C1(=CC=CC=C1)[Mg]Br (phenylmagnesium bromide), NC1=C(C#N)C=C(C(=C1)F)Cl (2-amino-5-chloro-4-fluoro-benzonitrile), C(C)OCC (diethyl ether), C(C)OCC (diethyl ether). Yields the product NC1=C(C=C(C(=C1)F)Cl)C(=O)C1=CC=CC=C1 ((2-Amino-5-chloro-4-fluoro-phenyl)-phenyl-methanone). Isolated yield 93.0%. Reaction SMILES: [C:1]1([Mg]Br)[CH:6]=[CH:5][CH:4]=[CH:3][CH:2]=1.[NH2:9][C:10]1[CH:17]=[C:16]([F:18])[C:15]([Cl:19])=[CH:14][C:11]=1[C:12]#N.C([O:22]CC)C>>[NH2:9][C:10]1[CH:17]=[C:16]([F:18])[C:15]([Cl:19])=[CH:14][C:11]=1[C:12]([C:1]1[CH:6]=[CH:5][CH:4]=[CH:3][CH:2]=1)=[O:22]. Procedure: A solution of phenylmagnesium bromide (7.18 ml, 3M solution in diethyl ether, 21.5 mmol) in diethyl ether (15 ml) was added to a solution of 2-amino-5-chloro-4-fluoro-benzonitrile (1225 mg, 7.18 mmol) in diethyl ether (20 ml) at 0° C. The reaction mixture was then stirred at reflux for 2 h, cooled to room temperature and quenched carefully by addition of 2N HCl (˜40 ml). The mixture was heated to 55° C. for 3 h and then cooled to room temperature again. 3N NaOH (˜20 ml) was added carefully at 0°...